Dataset: the Open Reaction Database (ORD), a public repository of structured organic reaction records. Task: describe an organic reaction: reactants, conditions, products, and yield Starting materials: [H-].[Al+3].[Li+].[H-].[H-].[H-] (lithium aluminum hydride), C1(=CC=CC=C1)[C@@]1([C@@H](C1)COCC1=CC=CC=C1)C#N ((1R,2R)-1-phenyl-2-{[(phenylmethyl)oxy]methyl}cyclopropanecarbonitrile), 3B. Solvent: C(C)OCC (diethyl ether), C(C)OCC (diethyl ether), C(C)OCC (diethyl ether). Reaction conditions: temperature 0 celsius, time 3 hour. Product: C1(=CC=CC=C1)[C@@]1([C@@H](C1)COCC1=CC=CC=C1)CN ([((1R,2R)-1-phenyl-2-{[(phenylmethyl)oxy]methyl]cyclopropyl)methyl]amine). Yield: 58.2%. Reaction SMILES: [H-].[Al+3].[Li+].[H-].[H-].[H-].[C:7]1([C@@:13]2([C:25]#[N:26])[CH2:15][C@H:14]2[CH2:16][O:17][CH2:18][C:19]2[CH:24]=[CH:23][CH:22]=[CH:21][CH:20]=2)[CH:12]=[CH:11][CH:10]=[CH:9][CH:8]=1>C(OCC)C>[C:7]1([C@@:13]2([CH2:25][NH2:26])[CH2:15][C@H:14]2[CH2:16][O:17][CH2:18][C:19]2[CH:24]=[CH:23][CH:22]=[CH:21][CH:20]=2)[CH:8]=[CH:9][CH:10]=[CH:11][CH:12]=1 |f:0.1.2.3.4.5|. Procedure details: To 19.4 mL IM lithium aluminum hydride (19.4 mmol) in diethyl ether at 0° C. was added (1R,2R)-1-phenyl-2-{[(phenylmethyl)oxy]methyl}cyclopropanecarbonitrile (5.10 g, 19.4 mmol), accessed via the method of Preparation 3B, dissolved in 20 mL diethyl ether. After complete addition, the reaction mixture was stirred at 0° C. for 3 h. The reaction mixture was diluted with 360 mL diethyl ether and quenched with successive addition of 0.6 mL water, 0.6 mL 15% NaOH, and 3.0 mL water. The reaction mixtur... Starting materials: COC1=C(C=CC(=C1)OC)C(=O)N=C=S (2,4-dimethoxy-1-benzenecarbonyl isothiocyanate), COC1=C(C=CC(=C1)OC)C(=O)Cl (2,4-dimethoxy-1-benzenecarbonyl chloride), ClC1=C(N)C=CC(=C1)OC1=NC=NC2=CC(=C(C=C12)OC)OC (2-Chloro-4-[(6,7-Dimethoxy-4-quinazolinyl)oxy]aniline). The solvent is C(C)O (ethanol), C(C)O (ethanol), C1(=CC=CC=C1)C (toluene). Conditions: time 2 hour. The product is COC1=C(C=CC(=C1)OC)C(=O)N=C=S (2,4-Dimethoxy-1-benzenecarbonyl isothiocyanate), ClC1=C(C=CC(=C1)OC1=CC=NC2=CC(=C(C=C12)OC)OC)NC(=S)NC(C1=C(C=C(C=C1)OC)OC)=O (N-{2-Chloro-4-[(6,7-dimethoxy-4-quinolyl)oxy]phenyl}-N′-(2,4-dimethoxybenzoyl)thiourea). The yield is 48.0%. Reaction SMILES: [CH3:1]OC1C=C(OC)C=CC=1C(Cl)=O.[Cl:14][C:15]1[CH:21]=[C:20]([O:22][C:23]2[C:32]3[C:27](=[CH:28][C:29]([O:35][CH3:36])=[C:30]([O:33][CH3:34])[CH:31]=3)[N:26]=[CH:25]N=2)[CH:19]=[CH:18][C:16]=1[NH2:17].[CH3:37][O:38][C:39]1[CH:44]=[C:43]([O:45][CH3:46])[CH:42]=[CH:41][C:40]=1[C:47]([N:49]=[C:50]=[S:51])=[O:48]>C1(C)C=CC=CC=1.C(O)C>[CH3:37][O:38][C:39]1[CH:44]=[C:43]([O:45][CH3:46])[CH:42]=[CH:41][C:40]=1[C:47]([N:49]=[C:50]=[S:51])=[O:48].[Cl:14][C:15]1[CH:21]=[C:20]([O:22][C:23]2[C:32]3[C:27](=[CH:28][C:29]([O:35][CH3:36])=[C:30]([O:33][CH3:34])[CH:31]=3)[N:26]=[CH:25][CH:1]=2)[CH:19]=[CH:18][C:16]=1[NH:17][C:50]([NH:49][C:47](=[O:48])[C:40]1[CH:41]=[CH:42][C:43]([O:45][CH3:46])=[CH:44][C:39]=1[O:38][CH3:37])=[S:51]. Procedure details: 2,4-Dimethoxy-1-benzenecarbonyl isothiocyanate was prepared using commercially available 2,4-dimethoxy-1-benzenecarbonyl chloride (80 mg) as a starting compound according to the description of the literature. 2-Chloro-4-[(6,7-Dimethoxy-4-quinazolinyl)oxy]aniline (50 mg) was dissolved in toluene (5 ml) and ethanol (1 ml) to prepare a solution. A solution of 2,4-dimethoxy-1-benzenecarbonyl isothiocyanate in ethanol (1 ml) was then added to the solution, and the mixture was stirred at room temperat... The reactants are O=C([O-])O, O=C(Cl)c1cccc(C(F)(F)F)c1Cl, Cc1ccc(N)cc1O, [Na+], C1CCOC1, O. Reaction SMILES: [C:11](=[O:12])([O-:13])[OH:14].[Cl:16][c:17]1[c:18]([C:19](=[O:20])[Cl:21])[cH:22][cH:23][cH:24][c:25]1[C:26]([F:27])([F:28])[F:29].[NH2:1][c:2]1[cH:3][cH:4][c:5]([CH3:9])[c:6]([OH:8])[cH:7]1.[Na+:15].[O:30]1[CH2:31][CH2:32][CH2:33][CH2:34]1.[OH2:10]>>[NH:1]([c:2]1[cH:3][cH:4][c:5]([CH3:9])[c:6]([OH:8])[cH:7]1)[C:19]([c:18]1[c:17]([Cl:16])[c:25]([C:26]([F:27])([F:28])[F:29])[cH:24][cH:23][cH:22]1)=[O:20]. The product is Cc1ccc(NC(=O)c2cccc(C(F)(F)F)c2Cl)cc1O.